Dataset: the Open Reaction Database (ORD), a public repository of structured organic reaction records. Task: describe an organic reaction: reactants, conditions, products, and yield The reactants are COC(C1=CC(=CC(=C1)OC)O)=O (3-Hydroxy-5-methoxybenzoic acid methyl ester), C(C=C)Br (allyl bromide), C([O-])([O-])=O.[K+].[K+] (potassium carbonate). The product is COC(C1=CC(=CC(=C1)OC)OCC=C)=O (3-allyloxy-5-methoxybenzoic acid methyl ester). As a reaction SMILES: [CH3:1][O:2][C:3](=[O:13])[C:4]1[CH:9]=[C:8]([O:10][CH3:11])[CH:7]=[C:6]([OH:12])[CH:5]=1.[CH2:14](Br)[CH:15]=[CH2:16].C(=O)([O-])[O-].[K+].[K+]>>[CH3:1][O:2][C:3](=[O:13])[C:4]1[CH:9]=[C:8]([O:10][CH3:11])[CH:7]=[C:6]([O:12][CH2:16][CH:15]=[CH2:14])[CH:5]=1 |f:2.3.4|. Procedure: 3-Hydroxy-5-methoxybenzoic acid methyl ester is reacted with allyl bromide in the presence of potassium carbonate to give 3-allyloxy-5-methoxybenzoic acid methyl ester. B.p. 128°-30°C/0.4 mmHg. The ester is hydrolized to the corresponding acid with 20% potassium hydroxide in aqueous ethanol. The acid (m.p. 85°-7°C) when heated for 2 hours at 230°C undergoes Claisen rearrangement and cyclization to the title compound which melts at 195°-7°C.